This data is from the Open Reaction Database (ORD), a public repository of structured organic reaction records. The task is: describe an organic reaction: reactants, conditions, products, and yield Starting materials: FC1=NC=C(C=C1F)I (2,3-difluoro-5-iodopyridine), CC1(COC1)CO ((3-methyloxetan-3-yl)methanol), C1(=CC=CC=C1)C#C (phenylacetylene). Procedure: The title compound, yellow solid, MS: m/e=298.3 (M+H+), can be prepared in accordance with the general method of example 18 from 2,3-difluoro-5-iodopyridine, (3-methyloxetan-3-yl)methanol and phenylacetylene. As a reaction SMILES: F[C:2]1[C:7]([F:8])=[CH:6][C:5](I)=[CH:4][N:3]=1.[CH3:10][C:11]1([CH2:15][OH:16])[CH2:14][O:13][CH2:12]1.[C:17]1([C:23]#[CH:24])[CH:22]=[CH:21][CH:20]=[CH:19][CH:18]=1>>[F:8][C:7]1[C:2]([O:16][CH2:15][C:11]2([CH3:10])[CH2:14][O:13][CH2:12]2)=[N:3][CH:4]=[C:5]([C:24]#[C:23][C:17]2[CH:22]=[CH:21][CH:20]=[CH:19][CH:18]=2)[CH:6]=1. Product: FC=1C(=NC=C(C1)C#CC1=CC=CC=C1)OCC1(COC1)C (3-Fluoro-2-(3-methyl-oxetan-3-ylmethoxy)-5-phenylethynyl-pyridine).